This data is from the Open Reaction Database (ORD), a public repository of structured organic reaction records. The task is: describe an organic reaction: reactants, conditions, products, and yield Starting materials: ice water, C1(=CC=CC=C1)[C@@H](C)N[C@H]1[C@@H](CN(CC1)C(=O)OC(C)(C)C)C(=O)OC ((3R,4R)-1-tert-butyl 3-methyl 4-((R)-1-phenylethylamino)-piperidine-1,3-dicarboxylate), [Li+].[BH4-] (LiBH4), [Li+].[BH4-] (LiBH4). Conditions: time 30 minute. Yields the product C1(=CC=CC=C1)[C@@H](C)N[C@H]1[C@@H](CNCC1)CO (((3R,4R)-4-((R)-1-phenylethylamino)piperidin-3-yl)methanol). Reaction SMILES: [C:1]1([C@H:7]([NH:9][C@@H:10]2[CH2:15][CH2:14][N:13](C(OC(C)(C)C)=O)[CH2:12][C@H:11]2[C:23](OC)=[O:24])[CH3:8])[CH:6]=[CH:5][CH:4]=[CH:3][CH:2]=1.[Li+].[BH4-]>>[C:1]1([C@H:7]([NH:9][C@@H:10]2[CH2:15][CH2:14][NH:13][CH2:12][C@H:11]2[CH2:23][OH:24])[CH3:8])[CH:6]=[CH:5][CH:4]=[CH:3][CH:2]=1 |f:1.2|. Reported procedure: To a solution of 261B (270 mg, 0.75 mmol) was added LiBH4 (15.5 mg, 0.71 mmol). The mixture was heated to reflux for 1.0 hr. HPLC showed still some starting material remaining. More LiBH4 (15.5 mg, 0.71 mmol) was added, and the mixture was heated for another 2.0 hrs. After cooling to room temperature, ice water was added, and the mixture was concentrated in vacuo to remove the THF. The aqueous residue was extracted with EtOAc (×3) and the combined extracts were dried (Na2SO4), and concentrated i... Starting materials: CC(C)(C#N)N=NC(C)(C)C#N (AIBN), ClC1=CC=C(C(=C1OC=1C=C(C#N)C=C(C1)C(F)(F)F)F)C (3-[(6-chloro-2-fluoro-3-methylphenyl)oxy]-5-(trifluoromethyl)benzonitrile), BrN1C(CCC1=O)=O (N-bromosuccinimide), CC(C)(C#N)N=NC(C)(C)C#N (AIBN). Solvent: C(Cl)(Cl)(Cl)Cl (carbon tetrachloride). Run at temperature 75 celsius, time 4 hour. Product: BrCC=1C(=C(C(=CC1)Cl)OC=1C=C(C#N)C=C(C1)C(F)(F)F)F (3-{[3-(bromomethyl)-6-chloro-2-fluorophenyl]oxy}-5-(trifluoromethyl)benzonitrile). Yield: 48.5%. Reaction SMILES: [Cl:1][C:2]1[C:7]([O:8][C:9]2[CH:10]=[C:11]([CH:14]=[C:15]([C:17]([F:20])([F:19])[F:18])[CH:16]=2)[C:12]#[N:13])=[C:6]([F:21])[C:5]([CH3:22])=[CH:4][CH:3]=1.[Br:23]N1C(=O)CCC1=O.CC(N=NC(C#N)(C)C)(C#N)C>C(Cl)(Cl)(Cl)Cl>[Br:23][CH2:22][C:5]1[C:6]([F:21])=[C:7]([O:8][C:9]2[CH:10]=[C:11]([CH:14]=[C:15]([C:17]([F:18])([F:19])[F:20])[CH:16]=2)[C:12]#[N:13])[C:2]([Cl:1])=[CH:3][CH:4]=1. Reported procedure: To a solution of 3-[(6-chloro-2-fluoro-3-methylphenyl)oxy]-5-(trifluoromethyl)benzonitrile (12.2 g, 37.0 mmol) and N-bromosuccinimide (6.59 g, 37.0 mmol) in carbon tetrachloride (300 mL) was added AIBN (0.304 g, 1.850 mmol) and the mixture was stirred at 75° C. for 4 hours. More AIBN (0.304 g, 1.850 mmol) was added and the reaction mixture was stirred overnight at 75° C. The mixture was filtered through a pad of Celite and the filtrate was concentrated. The crude oil was purified via silica gel ... Reactants: BrCCc1cccc(Br)c1, CC(C)(C)OC(=O)N1CCNCC1, O=C([O-])[O-], CC#N, CCOC(C)=O, [K+], [K+]. Product: CC(C)(C)OC(=O)N1CCN(CCc2cccc(Br)c2)CC1. RXN SMILES: [Br:1][CH2:2][CH2:3][c:4]1[cH:5][c:6]([Br:10])[cH:7][cH:8][cH:9]1.[C:11]([CH3:12])([CH3:13])([CH3:14])[O:15][C:16](=[O:17])[N:18]1[CH2:19][CH2:20][NH:21][CH2:22][CH2:23]1.[C:24](=[O:25])([O-:26])[O-:27].[CH3:30][C:31]#[N:32].[CH3:33][CH2:34][O:35][C:36](=[O:37])[CH3:38].[K+:28].[K+:29]>>[CH2:2]([CH2:3][c:4]1[cH:5][c:6]([Br:10])[cH:7][cH:8][cH:9]1)[N:21]1[CH2:20][CH2:19][N:18]([C:16]([O:15][C:11]([CH3:12])([CH3:13])[CH3:14])=[O:17])[CH2:23][CH2:22]1. Starting materials: OC1=C(C=CC=C1)C(C=C(C)C)(O)C1=NC=CC=C1C (1-(2-hydroxyphenyl)-3-methyl-1-(3-methyl-2-pyridyl)-2-buten-1-ol). The solvent is COCCOCCOC (diethylene glycol dimethyl ether). Product: CC1(OC2=C(C(=C1)C1=NC=CC=C1C)C=CC=C2)C (2,2-dimethyl-4-(3-methyl-2-pyridyl)-2H-1-benzopyran). Isolated yield 70.7%. Reaction SMILES: [OH:1][C:2]1[CH:7]=[CH:6][CH:5]=[CH:4][C:3]=1[C:8]([C:14]1[C:19]([CH3:20])=[CH:18][CH:17]=[CH:16][N:15]=1)(O)[CH:9]=[C:10]([CH3:12])[CH3:11]>COCCOCCOC>[CH3:11][C:10]1([CH3:12])[CH:9]=[C:8]([C:14]2[C:19]([CH3:20])=[CH:18][CH:17]=[CH:16][N:15]=2)[C:3]2[CH:4]=[CH:5][CH:6]=[CH:7][C:2]=2[O:1]1. Reported procedure: 4.5 g of 1-(2-hydroxyphenyl)-3-methyl-1-(3-methyl-2-pyridyl)-2-buten-1-ol were dissolved in 50 ml of diethylene glycol dimethyl ether and heated at reflux for 1 hour. The mixture was allowed to cool to room temperature and then evaporated. The residue was chromatographed on silica gel using ethyl acetate/petroleum ether (1:4) and then ethyl acetate/petroleum ether (1:2) for the elution to give 2.97 g of 2,2-dimethyl-4-(3-methyl-2-pyridyl)-2H-1-benzopyran in the form of an oil. Starting materials: Cl (hydrochloric acid), IC1=C(C=CC=C1)C (2-Iodotoluene), C[Si](C)(C)C#C (trimethylsilylacetylene), dichloride. The reagents and catalysts are [Cu]I (copper (I) iodide), C1(=CC=CC=C1)P(C1=CC=CC=C1)C1=CC=CC=C1 (Triphenylphosphine). The solvent is C(C)N(CC)CC (triethylamine). The product is C[Si](C#CC1=C(C=CC=C1)C)(C)C (trimethyl-(2-methylphenyl)ethynylsilane). Isolated yield 94.6%. RXN SMILES: I[C:2]1[CH:7]=[CH:6][CH:5]=[CH:4][C:3]=1[CH3:8].[CH3:9][Si:10]([C:13]#[CH:14])([CH3:12])[CH3:11].Cl>C(N(CC)CC)C.[Cu]I.C1(P(C2C=CC=CC=2)C2C=CC=CC=2)C=CC=CC=1>[CH3:9][Si:10]([CH3:12])([CH3:11])[C:13]#[C:14][C:2]1[CH:7]=[CH:6][CH:5]=[CH:4][C:3]=1[CH3:8]. Procedure details: 2-Iodotoluene (81.5 ml, 0.64 mol) and trimethylsilylacetylene (99 ml, 0.71 mol) were dissolved in triethylamine (250 ml). Triphenylphosphine (0.427 g, 1.6 mmol), copper (I) iodide (0.3 g, 1.6 mmol) and bistriphenyphosphinepalladium (II) dichloride (0.53 g, 0.71 mmol) were added and the mixture was heated under reflux for 18 h. The mixture was cooled to ambient temperature and carefully added to 10% hydrochloric acid (480 ml) and the product was extracted into hexane (3×200 ml). The extracts were... Reactants: FC1=CC=C(C=C1)OCC1CC[SiH](CC1)Cl (4-(4-fluorophenyloxymethyl)-1-chloro-1-silacyclohexane), C1CCOC1 (THF). Product: FC1=CC=C(C=C1)OC[C@@H]1CC[Si@H](CC1)[C@@H]1CC[C@H](CC1)CCC (trans-4-(trans-4-(4-fluorophenyloxymethyl)-1-silacyclohexyl)-1-n-propylcyclohexane). Yield: 87.0%. RXN SMILES: [F:1][C:2]1[CH:7]=[CH:6][C:5]([O:8][CH2:9][CH:10]2[CH2:15][CH2:14][SiH:13](Cl)[CH2:12][CH2:11]2)=[CH:4][CH:3]=1.[CH2:17]1[CH2:21]O[CH2:19][CH2:18]1>>[F:1][C:2]1[CH:7]=[CH:6][C:5]([O:8][CH2:9][C@H:10]2[CH2:15][CH2:14][Si@H:13]([C@H:17]3[CH2:21][CH2:4][C@H:3]([CH2:2][CH2:7][CH3:6])[CH2:19][CH2:18]3)[CH2:12][CH2:11]2)=[CH:4][CH:3]=1. Procedure details: 4.1 g (20 mmols) of 4-n-propylcyclohexyl bromide was dropped in a mixture of 0.5 g of magnesium (21 mmols) and 50 ml of THF to obtain a Grignard reagent. Subsequently, the solution was dropped in 50 ml of a THF solution of 5.2 g (20 mmols) of 4-(4-fluorophenyloxymethyl)-1-chloro-1-silacyclohexane to obtain a crude product. This product was found to be a mixture of trans and cis isomers with respect to the silacyclohexane ring and the cyclohexane ring. The product was after-treated by a usual man...